Dataset: the Open Reaction Database (ORD), a public repository of structured organic reaction records. Task: describe an organic reaction: reactants, conditions, products, and yield The reactants are NC=1C=C2CCC(C2=CC1)=O (5-Amino-indan-1-one), Cl.C(CCC)C1=CC=C(C=C1)C1=C(C(=CC=C1)NN)F ((4′-Butyl-2-fluoro-biphenyl-3-yl)-hydrazine hydrochloride). The product is C(CCC)C1=CC=C(C=C1)C=1C=CC=2C3=C(NC2C1F)C1=CC=C(C=C1C3)N (7-(4-Butyl-phenyl)-6-fluoro-5,10-dihydro-indeno[1,2-b]indol-2-ylamine). Isolated yield 17.0%. As a reaction SMILES: [NH2:1][C:2]1[CH:3]=[C:4]2[C:8](=[CH:9][CH:10]=1)[C:7](=O)[CH2:6][CH2:5]2.Cl.[CH2:13]([C:17]1[CH:22]=[CH:21][C:20]([C:23]2[CH:28]=[CH:27][CH:26]=[C:25]([NH:29]N)[C:24]=2[F:31])=[CH:19][CH:18]=1)[CH2:14][CH2:15][CH3:16]>>[CH2:13]([C:17]1[CH:18]=[CH:19][C:20]([C:23]2[CH:28]=[CH:27][C:26]3[C:6]4[CH2:5][C:4]5[C:8](=[CH:9][CH:10]=[C:2]([NH2:1])[CH:3]=5)[C:7]=4[NH:29][C:25]=3[C:24]=2[F:31])=[CH:21][CH:22]=1)[CH2:14][CH2:15][CH3:16] |f:1.2|. Procedure: The title material is prepared in 17% yield by reacting 5-Amino-indan-1-one (commercially available) and (4′-Butyl-2-fluoro-biphenyl-3-yl)-hydrazine hydrochloride (Example 78, step) in an analogous manner to example 1, step 3; LC/MS calculated for [M+H]+ C25H23FN2: 371.2, found: 371.2. Starting materials: Cl (hydrochloric acid), C(C1=CC=CC=C1)=C1C(NC(NC1=O)=O)=O (5-benzylidenebarbituric Acid), O (water), [BH4-].[Na+] (sodium borohydride). Run in CO (methanol). Product: C(C1=CC=CC=C1)C1C(NC(NC1=O)=O)=O (5-Benzylbarbituric Acid). As a reaction SMILES: [CH:1](=[C:8]1[C:13](=[O:14])[NH:12][C:11](=[O:15])[NH:10][C:9]1=[O:16])[C:2]1[CH:7]=[CH:6][CH:5]=[CH:4][CH:3]=1.[BH4-].[Na+].O.Cl>CO>[CH2:1]([CH:8]1[C:9](=[O:16])[NH:10][C:11](=[O:15])[NH:12][C:13]1=[O:14])[C:2]1[CH:7]=[CH:6][CH:5]=[CH:4][CH:3]=1 |f:1.2|. Procedure: To a suspension of 5-benzylidenebarbituric Acid (4 g) in 200 ml of methanol are added portionwise 1.4 g of sodium borohydride. After 10 minutes from the end of the addition, 100 ml of water are added and the mixture is acidified with 1 N hydrochloric acid to pH=2. The solvent is evaporated off and the aqueous phase is extracted with ethyl acetate. The pooled extracts are dried over sodium sulfate and concentrated to dryness. 3.6 g of the product crystallize, m.p. 207-209° C.